Dataset: the Open Reaction Database (ORD), a public repository of structured organic reaction records. Task: describe an organic reaction: reactants, conditions, products, and yield Reactants: OC=1C(=C2CCC(OC2=C(C1C)C)(C)C(=O)N1CCN(CC1)C)C ((6-hydroxy-2,5,7,8-tetramethylchroman-2-yl)(4-methylpiperazin-1-yl)methanone), O=[N+]([O-])[O-].[O-][N+]([O-])=O.[O-][N+]([O-])=O.[O-][N+]([O-])=O.[O-][N+]([O-])=O.[O-][N+]([O-])=O.[Ce+4].[NH4+].[NH4+] (CAN). Yields the product OC(CCC=1C(C(=C(C(C1C)=O)C)C)=O)(C(=O)N1CCN(CC1)C)C (2-(3-hydroxy-3-methyl-4-(4-methylpiperazin-1-yl)-4-oxobutyl)-3,5,6-trimethylcyclohexa-2,5-diene-1,4-dione). Reaction SMILES: [OH:1][C:2]1[C:3]([CH3:24])=[C:4]2[C:9](=[C:10]([CH3:13])[C:11]=1[CH3:12])[O:8][C:7]([C:15]([N:17]1[CH2:22][CH2:21][N:20]([CH3:23])[CH2:19][CH2:18]1)=[O:16])([CH3:14])[CH2:6][CH2:5]2.[O:25]=[N+]([O-])[O-].[O-][N+](=O)[O-].[O-][N+](=O)[O-].[O-][N+](=O)[O-].[O-][N+](=O)[O-].[O-][N+](=O)[O-].[Ce+4].[NH4+].[NH4+]>>[OH:8][C:7]([CH3:14])([C:15]([N:17]1[CH2:22][CH2:21][N:20]([CH3:23])[CH2:19][CH2:18]1)=[O:16])[CH2:6][CH2:5][C:4]1[C:9](=[O:25])[C:10]([CH3:13])=[C:11]([CH3:12])[C:2](=[O:1])[C:3]=1[CH3:24] |f:1.2.3.4.5.6.7.8.9|. Procedure details: Oxidation as described in protocol B, using 122 mg (0.368 mmol) of (6-hydroxy-2,5,7,8-tetramethylchroman-2-yl)(4-methylpiperazin-1-yl)methanone and 444 mg CAN (0.811 mmol) yielded 2-(3-hydroxy-3-methyl-4-(4-methylpiperazin-1-yl)-4-oxobutyl)-3,5,6-trimethylcyclohexa-2,5-diene-1,4-dione as an orange oil, 67.9 mg. Reactants: CC(=O)OCCC(C)(O)c1ccccc1-c1ccccc1, CCO, [Na+], [OH-], O. Yields the product CC(O)(CCO)c1ccccc1-c1ccccc1. Reaction SMILES: [C:1](=[O:2])([CH3:3])[O:4][CH2:5][CH2:6][C:7]([CH3:8])([OH:9])[c:10]1[c:11](-[c:16]2[cH:17][cH:18][cH:19][cH:20][cH:21]2)[cH:12][cH:13][cH:14][cH:15]1.[CH3:24][CH2:25][OH:26].[Na+:23].[OH-:22].[OH2:27]>>[OH:4][CH2:5][CH2:6][C:7]([CH3:8])([OH:9])[c:10]1[c:11](-[c:16]2[cH:17][cH:18][cH:19][cH:20][cH:21]2)[cH:12][cH:13][cH:14][cH:15]1. The reactants are CN1CCNCC1, O=C(O)c1ccc2nc(N3CCN(C4CC4)CC3)sc2c1, CCN(C(C)C)C(C)C, CN(C)C=O. Product: CN1CCN(C(=O)c2ccc3nc(N4CCN(C5CC5)CC4)sc3c2)CC1. As a reaction SMILES: [CH3:22][N:23]1[CH2:24][CH2:25][NH:26][CH2:27][CH2:28]1.[CH:1]1([N:4]2[CH2:5][CH2:6][N:7]([c:10]3[s:11][c:12]4[c:13]([n:14]3)[cH:15][cH:16][c:17]([C:19](=[O:20])[OH:21])[cH:18]4)[CH2:8][CH2:9]2)[CH2:2][CH2:3]1.[CH:29]([N:30]([CH2:31][CH3:32])[CH:33]([CH3:34])[CH3:35])([CH3:36])[CH3:37].[O:38]=[CH:39][N:40]([CH3:41])[CH3:42]>>[CH:1]1([N:4]2[CH2:5][CH2:6][N:7]([c:10]3[s:11][c:12]4[c:13]([n:14]3)[cH:15][cH:16][c:17]([C:19](=[O:20])[N:26]3[CH2:25][CH2:24][N:23]([CH3:22])[CH2:28][CH2:27]3)[cH:18]4)[CH2:8][CH2:9]2)[CH2:2][CH2:3]1. The reactants are N#CC1(NC(=O)C2CC(S(=O)(=O)c3ccccc3Cl)CN2)CC1, O=C(Cl)OC1CCCC1, Cl. Product: N#CC1(NC(=O)C2CC(S(=O)(=O)c3ccccc3Cl)CN2C(=O)OC2CCCC2)CC1. As a reaction SMILES: [C:2](#[N:3])[C:4]1([NH:7][C:8](=[O:9])[CH:10]2[NH:11][CH2:12][CH:13]([S:15](=[O:16])(=[O:17])[c:18]3[c:19]([Cl:24])[cH:20][cH:21][cH:22][cH:23]3)[CH2:14]2)[CH2:5][CH2:6]1.[Cl:25][C:26](=[O:27])[O:28][CH:29]1[CH2:30][CH2:31][CH2:32][CH2:33]1.[ClH:1]>>[C:2](#[N:3])[C:4]1([NH:7][C:8](=[O:9])[CH:10]2[N:11]([C:26](=[O:27])[O:28][CH:29]3[CH2:30][CH2:31][CH2:32][CH2:33]3)[CH2:12][CH:13]([S:15](=[O:16])(=[O:17])[c:18]3[c:19]([Cl:24])[cH:20][cH:21][cH:22][cH:23]3)[CH2:14]2)[CH2:5][CH2:6]1. The reactants are OC(C1=C(C=CC=C1)C1=CC=C(C=C1)C#N)C=1N=CN(C1)C(C1=CC=CC=C1)(C1=CC=CC=C1)C1=CC=CC=C1 (2′-[hydroxy-(1-trityl-1H-imidazol-4-yl)-methyl]-biphenyl-4-carbonitrile), OC(C1=C(C=CC=C1)C1=CC=C(C=C1)C#N)C=1N=CN(C1)C(C1=CC=CC=C1)(C1=CC=CC=C1)C1=CC=CC=C1 (2′-[hydroxy-(1-trityl-1H-imidazol-4-yl)-methyl]-biphenyl-4-carbonitrile), FC(C(=O)O)(F)F (trifluoroacetic acid), C(C)[SiH](CC)CC (triethyl silane), [SiH](CC)(CC)CC (Et3SiH), C(=O)(C(F)(F)F)O (TFA). Run in C(Cl)Cl (CH2Cl2). Run at time 12 hour. Yields the product N1C=NC(=C1)CC1=C(C=CC=C1)C1=CC=C(C=C1)C#N (2′-(1H-imidazol-4-ylmethyl)-biphenyl-4-carbonitrile). RXN SMILES: O[CH:2]([C:17]1[N:18]=[CH:19][N:20](C(C2C=CC=CC=2)(C2C=CC=CC=2)C2C=CC=CC=2)[CH:21]=1)[C:3]1[CH:8]=[CH:7][CH:6]=[CH:5][C:4]=1[C:9]1[CH:14]=[CH:13][C:12]([C:15]#[N:16])=[CH:11][CH:10]=1.C([SiH](CC)CC)C.FC(F)(F)C(O)=O>C(Cl)Cl>[NH:20]1[CH:21]=[C:17]([CH2:2][C:3]2[CH:8]=[CH:7][CH:6]=[CH:5][C:4]=2[C:9]2[CH:14]=[CH:13][C:12]([C:15]#[N:16])=[CH:11][CH:10]=2)[N:18]=[CH:19]1. Procedure: 2′-[Hydroxy-(1-trityl-1H-imidazol-4-yl)-methyl]-biphenyl-4-carbonitrile (Intermediate D2) (2.4 g, 4.6 mmol) in CH2Cl2 (100 mL) was cooled to 0° C. and treated with triethyl silane, Et3SiH (7.4 mL, 46 mmol) (commercially available from Aldrich) followed by trifluoroacetic acid, TFA (10.7 mL, 140 mmol) dropwise. After several minutes the cooling bath was removed and the mixture was stirred at rt for an additional 12 h. The reaction was quenched with solid NaHCO3 followed by aqueous workup. The lay... Reactants: ClC1=CC=C(C=C1)SCCC1(C(C1)(Br)Br)Br (2-(2-(4-chlorophenylthio)ethyl)-1,1,2-tribromocyclopropane), C[Li] (methyl lithium), O (water). Solvent: C(C)OCC (diethyl ether), C(C)OCC (diethyl ether). Conditions: time 15 minute. The product is ClC1=CC=C(C=C1)SCCC1=CC1 (1-(2-(4-chlorophenylthio)ethyl)cyclopropene). Yield: 43.1%. As a reaction SMILES: [Cl:1][C:2]1[CH:7]=[CH:6][C:5]([S:8][CH2:9][CH2:10][C:11]2(Br)[CH2:13][C:12]2(Br)Br)=[CH:4][CH:3]=1.C[Li].O>C(OCC)C>[Cl:1][C:2]1[CH:3]=[CH:4][C:5]([S:8][CH2:9][CH2:10][C:11]2[CH2:13][CH:12]=2)=[CH:6][CH:7]=1. Procedure: A solution of 0.500 g (0.0011 mol) of 2-(2-(4-chlorophenylthio)ethyl)-1,1,2-tribromocyclopropane in 6 ml of diethyl ether was placed under a nitrogen atmosphere by use of a Firestone valve. While cooling in an ice water bath, 2.38 ml (0.00334 mol) of 1.4 M methyl lithium in diethyl ether was added slowly via syringe. After 15 minutes, 2 ml of water was added via syringe. The resulting mixture was transferred to a separatory funnel and the phases were separated. The organic layer was dried over M... Reactants: ClC=1C(=NC=CN1)C(C1=CC=C(C=C1)OC1=CC=CC=C1)NC(=O)C1CCCCC1 (cyclohexanecarboxylic acid [(3-chloro-pyrazin-2-yl)-(4-phenoxyphenyl)-methyl]-amide), CN(C)C=O (DMF), N#N (N2), O=P(Cl)(Cl)Cl (POCl3). The solvent is CC#N (MeCN), O (water). Reaction conditions: time 8 hour. The product is ClC=1C=2N(C=CN1)C(=NC2C2=CC=C(C=C2)OC2=CC=CC=C2)C2CCCCC2 (8-Chloro-3-cyclohexyl-1-(4-phenoxyphenyl)-imidazo[1,5-a]pyrazine). Isolated yield 101.5%. RXN SMILES: N#N.[Cl:3][C:4]1[C:5]([CH:10]([NH:24][C:25]([CH:27]2[CH2:32][CH2:31][CH2:30][CH2:29][CH2:28]2)=O)[C:11]2[CH:16]=[CH:15][C:14]([O:17][C:18]3[CH:23]=[CH:22][CH:21]=[CH:20][CH:19]=3)=[CH:13][CH:12]=2)=[N:6][CH:7]=[CH:8][N:9]=1.CN(C=O)C.O=P(Cl)(Cl)Cl>O.CC#N>[Cl:3][C:4]1[C:5]2[N:6]([C:25]([CH:27]3[CH2:32][CH2:31][CH2:30][CH2:29][CH2:28]3)=[N:24][C:10]=2[C:11]2[CH:16]=[CH:15][C:14]([O:17][C:18]3[CH:23]=[CH:22][CH:21]=[CH:20][CH:19]=3)=[CH:13][CH:12]=2)[CH:7]=[CH:8][N:9]=1. Procedure details: In an oven-dried flask filled with N2 was added cyclohexanecarboxylic acid [(3-chloro-pyrazin-2-yl)-(4-phenoxyphenyl)-methyl]-amide (100 mg, 0.0002 mol), MeCN (6 mL) and DMF (1 mL, 0.01 mol). POCl3 was added dropwise at 0° C. The reaction mixture was allowed to warm up to rt and stirred at that temp overnight. The excess of POCl3 was removed under reduced pressure and the residue was quenched with 2 N NH3 in i-PrOH at 0° C. with vigorous stirring to adjust pH to 9. The crude reaction mixture was... Reactants: CN1C=C(C2=CC(=CC=C12)Cl)C=1C(NC(C1C1=CC(=CC=C1)[N+](=O)[O-])=O)=O (3-(1-methyl-5-chloroindol-3-yl)-4-(3-nitrophenyl)-1H-pyrrole-2,5-dione). The reagents and catalysts are [Pd] (palladium on carbon). The solvent is CC(=O)O (HOAc). Run at temperature 0 celsius. Yields the product CN1C=C(C2=CC(=CC=C12)Cl)C=1C(NC(C1C1=CC(=CC=C1)N)=O)=O (3-(1-methyl-5-chloroindol-3-yl)-4-(3-aminophenyl)-1H-pyrrole-2,5-dione). Yield: 62.1%. As a reaction SMILES: [CH3:1][N:2]1[C:10]2[C:5](=[CH:6][C:7]([Cl:11])=[CH:8][CH:9]=2)[C:4]([C:12]2[C:13](=[O:27])[NH:14][C:15](=[O:26])[C:16]=2[C:17]2[CH:22]=[CH:21][CH:20]=[C:19]([N+:23]([O-])=O)[CH:18]=2)=[CH:3]1>[Pd].CC(O)=O>[CH3:1][N:2]1[C:10]2[C:5](=[CH:6][C:7]([Cl:11])=[CH:8][CH:9]=2)[C:4]([C:12]2[C:13](=[O:27])[NH:14][C:15](=[O:26])[C:16]=2[C:17]2[CH:22]=[CH:21][CH:20]=[C:19]([NH2:23])[CH:18]=2)=[CH:3]1. Reported procedure: A mixture of 3-(1-methyl-5-chloroindol-3-yl)-4-(3-nitrophenyl)-1H-pyrrole-2,5-dione (865 mg), 10% palladium on carbon (90 mg), and glacial HOAc (35 mL) was stirred and hydrogenated at atmospheric pressure using a balloon (2 h). The reaction mixture was filtered through a pad of celite, cooled to 0° C. and KOH pellets were added until pH 8. The solution was extracted with ETOAc, dried (magnesium sulfate), and stripped. The crude was flash chromatographed with 10% through 20% ETOAc-Hexane to provi... Reactants: Cc1ccc(O)cc1, CCCCCCC, CCOC(C)=O, O=C(O)c1cc(F)c(F)cc1F. The product is Cc1ccc(OC(=O)c2cc(F)c(F)cc2F)cc1. RXN SMILES: [CH3:1][c:2]1[cH:3][cH:4][c:5]([OH:6])[cH:7][cH:8]1.[CH3:21][CH2:22][CH2:23][CH2:24][CH2:25][CH2:26][CH3:27].[CH3:28][CH2:29][O:30][C:31]([CH3:32])=[O:33].[F:9][c:10]1[c:11]([C:12](=[O:13])[OH:14])[cH:15][c:16]([F:20])[c:17]([F:19])[cH:18]1>>[CH3:1][c:2]1[cH:3][cH:4][c:5]([O:6][C:12]([c:11]2[c:10]([F:9])[cH:18][c:17]([F:19])[c:16]([F:20])[cH:15]2)=[O:13])[cH:7][cH:8]1. The reactants are C1CCOC1, CC(C)c1ccc(-c2nc(=O)n(C(C)C)c3ccc([N+](=O)[O-])cc23)cc1. The product is CC(C)c1ccc(-c2nc(=O)n(C(C)C)c3ccc(N)cc23)cc1. RXN SMILES: [CH2:27]1[O:28][CH2:29][CH2:30][CH2:31]1.[N+:1]([O-:2])(=[O:3])[c:4]1[cH:5][c:6]2[c:7](-[c:18]3[cH:19][cH:20][c:21]([CH:24]([CH3:25])[CH3:26])[cH:22][cH:23]3)[n:8][c:9](=[O:17])[n:10]([CH:14]([CH3:15])[CH3:16])[c:11]2[cH:12][cH:13]1>>[NH2:1][c:4]1[cH:5][c:6]2[c:7](-[c:18]3[cH:19][cH:20][c:21]([CH:24]([CH3:25])[CH3:26])[cH:22][cH:23]3)[n:8][c:9](=[O:17])[n:10]([CH:14]([CH3:15])[CH3:16])[c:11]2[cH:12][cH:13]1.